This data is from the Open Reaction Database (ORD), a public repository of structured organic reaction records. The task is: describe an organic reaction: reactants, conditions, products, and yield The reactants are CO, C=Cc1ccncc1, Cl, NCCN, O. Product: NCCNCCc1ccncc1. RXN SMILES: [CH3:14][OH:15].[CH:1](=[CH2:2])[c:3]1[cH:4][cH:5][n:6][cH:7][cH:8]1.[ClH:13].[NH2:9][CH2:10][CH2:11][NH2:12].[OH2:16]>>[CH2:1]([CH2:2][NH:9][CH2:10][CH2:11][NH2:12])[c:3]1[cH:4][cH:5][n:6][cH:7][cH:8]1.